This data is from the Open Reaction Database (ORD), a public repository of structured organic reaction records. The task is: describe an organic reaction: reactants, conditions, products, and yield Starting materials: C(=O)OC1=CC=C(C=C1)[N+](=O)[O-] (4-nitrophenyl formate), C(C)(C)N(C(C)C)CC (N,N-diisopropylethylamine), C(=O)OC1=CC=C(C=C1)[N+](=O)[O-] (4-nitrophenyl formate), NC(CNC(CN1N=C(N(C1=O)C[C@@H](C(F)(F)F)O)C1=CC=C(C=C1)Cl)=O)(C)C1=CC(=CC=C1)C(F)(F)F (N-{2-Amino-2-[3-(trifluoromethyl)phenyl]propyl}-2-{3-(4-chlorophenyl)-5-oxo-4-[(2S)-3,3,3-trifluoro-2-hydroxypropyl]-4,5-dihydro-1H-1,2,4-triazol-1-yl}acetamide), solution, Cl (hydrochloric acid), [OH-].[Li+] (lithium hydroxide). The solvent is O (water), C1CCOC1 (THF). Conditions: time 1 hour. Yields the product ClC1=CC=C(C=C1)C1=NN(C(N1C[C@@H](C(F)(F)F)O)=O)CC(=O)NCC(C)(C1=CC(=CC=C1)C(F)(F)F)NC=O (2-{3-(4-Chlorophenyl)-5-oxo-4-[(2S)-3,3,3-trifluoro-2-hydroxypropyl]-4,5-dihydro-1H-1,2,4-triazol-1-yl}-N-{2-formamido-2-[3-(trifluoromethyl)phenyl]propyl}acetamide). RXN SMILES: C(N(CC)C(C)C)(C)C.[CH:10](OC1C=CC([N+]([O-])=O)=CC=1)=[O:11].[NH2:22][C:23]([C:50]1[CH:55]=[CH:54][CH:53]=[C:52]([C:56]([F:59])([F:58])[F:57])[CH:51]=1)([CH3:49])[CH2:24][NH:25][C:26](=[O:48])[CH2:27][N:28]1[C:32](=[O:33])[N:31]([CH2:34][C@H:35]([OH:40])[C:36]([F:39])([F:38])[F:37])[C:30]([C:41]2[CH:46]=[CH:45][C:44]([Cl:47])=[CH:43][CH:42]=2)=[N:29]1.[OH-].[Li+].Cl>C1COCC1.O>[Cl:47][C:44]1[CH:45]=[CH:46][C:41]([C:30]2[N:31]([CH2:34][C@H:35]([OH:40])[C:36]([F:39])([F:38])[F:37])[C:32](=[O:33])[N:28]([CH2:27][C:26]([NH:25][CH2:24][C:23]([NH:22][CH:10]=[O:11])([C:50]3[CH:55]=[CH:54][CH:53]=[C:52]([C:56]([F:59])([F:58])[F:57])[CH:51]=3)[CH3:49])=[O:48])[N:29]=2)=[CH:42][CH:43]=1 |f:3.4|. Reported procedure: At RT, 12 μl (68 μmol) of N,N-diisopropylethylamine and then 11 mg (65 μmol) of 4-nitrophenyl formate were added to a solution of 38 mg (62 μmol) of the compound of Example 53A in 1 ml of THF, and the mixture was stirred at RT. After 1 h, another 10 mg (62 μmol) of 4-nitrophenyl formate were added and stirring of the reaction mixture was continued overnight. Since LC/MS analysis indicated additional formation of an O-formylated byproduct, 248 μl of a 1 N solution of lithium hydroxide in water we... The reactants are CO, COC(=O)n1ncc2c(NC(=O)NCc3ccc(N4C5CCCC4CC5)cc3Cl)cccc21, [Na+], [OH-]. The product is O=C(NCc1ccc(N2C3CCCC2CC3)cc1Cl)Nc1cccc2[nH]ncc12. RXN SMILES: [CH3:36][OH:37].[CH:1]12[CH2:2][CH2:3][CH2:4][CH:5]([CH2:6][CH2:7]1)[N:8]2[c:9]1[cH:10][c:11]([Cl:33])[c:12]([CH2:13][NH:14][C:15](=[O:16])[NH:17][c:18]2[c:19]3[cH:20][n:21][n:22]([C:27]([O:28][CH3:29])=[O:30])[c:23]3[cH:24][cH:25][cH:26]2)[cH:31][cH:32]1.[Na+:35].[OH-:34]>>[CH:1]12[CH2:2][CH2:3][CH2:4][CH:5]([CH2:6][CH2:7]1)[N:8]2[c:9]1[cH:10][c:11]([Cl:33])[c:12]([CH2:13][NH:14][C:15](=[O:16])[NH:17][c:18]2[c:19]3[cH:20][n:21][nH:22][c:23]3[cH:24][cH:25][cH:26]2)[cH:31][cH:32]1. The reactants are CCOC(=O)C=Cc1cc2cc(-c3noc(-c4ccc(OC(C)C)c(C#N)c4)n3)ccc2[nH]1, CCO, [Na+], C1COCCO1, [OH-]. Yields the product CC(C)Oc1ccc(-c2nc(-c3ccc4[nH]c(C=CC(=O)[O-])cc4c3)no2)cc1C#N, [Na+]. Reaction SMILES: [C:3](#[N:4])[c:5]1[cH:6][c:7](-[c:15]2[n:16][c:17](-[c:20]3[cH:21][c:22]4[cH:23][c:24]([CH:29]=[CH:30][C:31](=[O:32])[O:33][CH2:34][CH3:35])[nH:25][c:26]4[cH:27][cH:28]3)[n:18][o:19]2)[cH:8][cH:9][c:10]1[O:11][CH:12]([CH3:13])[CH3:14].[CH3:36][CH2:37][OH:38].[Na+:2].[O:39]1[CH2:40][CH2:41][O:42][CH2:43][CH2:44]1.[OH-:1]>>[C:3](#[N:4])[c:5]1[cH:6][c:7](-[c:15]2[n:16][c:17](-[c:20]3[cH:21][c:22]4[cH:23][c:24]([CH:29]=[CH:30][C:31](=[O:32])[O-:33])[nH:25][c:26]4[cH:27][cH:28]3)[n:18][o:19]2)[cH:8][cH:9][c:10]1[O:11][CH:12]([CH3:13])[CH3:14].[Na+:2]. The product is CC(=O)N1CCc2nnc(C3(c4cccs4)CCCC3)n2CC1. The reactants are CC(=O)OC(C)=O, ClCCl, c1ccncc1, c1csc(C2(c3nnc4n3CCNCC4)CCCC2)c1. Reaction SMILES: [CH3:27][C:28](=[O:29])[O:30][C:31](=[O:32])[CH3:33].[Cl:34][CH2:35][Cl:36].[cH:21]1[cH:22][cH:23][n:24][cH:25][cH:26]1.[s:1]1[c:2]([C:6]2([c:11]3[n:12][n:13][c:14]4[n:15]3[CH2:16][CH2:17][NH:18][CH2:19][CH2:20]4)[CH2:7][CH2:8][CH2:9][CH2:10]2)[cH:3][cH:4][cH:5]1>>[s:1]1[c:2]([C:6]2([c:11]3[n:12][n:13][c:14]4[n:15]3[CH2:16][CH2:17][N:18]([C:28]([CH3:27])=[O:29])[CH2:19][CH2:20]4)[CH2:7][CH2:8][CH2:9][CH2:10]2)[cH:3][cH:4][cH:5]1. Reactants: C(C)(=O)OO.[C@@H]1([C@H](O)[C@@H](O)[C@@H](O)[C@H](O1)CO)O[C@@H]1[C@@H]([C@H]([C@@H](O[C@@H]1CO)O[C@H]1[C@@H]([C@H]([C@H](OC2=CC=C(C=C2)CCCCCCC)O[C@@H]1CO)O)O)O)O (p-n-heptylphenyl β-D-galactopyranosyl-(1→4)-β-D-galactopyranosyl-(1→4)-β-D-glucopyranoside peracetate), CO.C[O-].[Na+] (sodium methoxide methanol). Solvent: CO (methanol). Conditions: time 1 hour. Product: [C@@H]1([C@H](O)[C@@H](O)[C@@H](O)[C@H](O1)CO)O[C@@H]1[C@@H]([C@H]([C@@H](O[C@@H]1CO)O[C@H]1[C@@H]([C@H]([C@H](OC2=CC=C(C=C2)CCCCCCC)O[C@@H]1CO)O)O)O)O (p-n-heptylphenyl β-D-galactopyranosyl-(1→4)-β-D-galactopyranosyl-(1→4)-β-D-glucopyranoside). The yield is 98.9%. As a reaction SMILES: C(OO)(=O)C.[C@@H:6]1([O:17][C@H:18]2[C@@H:23]([CH2:24][OH:25])[O:22][C@@H:21]([O:26][C@@H:27]3[C@@H:46]([CH2:47][OH:48])[O:45][C@@H:30]([O:31][C:32]4[CH:37]=[CH:36][C:35]([CH2:38][CH2:39][CH2:40][CH2:41][CH2:42][CH2:43][CH3:44])=[CH:34][CH:33]=4)[C@H:29]([OH:49])[C@H:28]3[OH:50])[C@H:20]([OH:51])[C@H:19]2[OH:52])[O:14][C@H:13]([CH2:15][OH:16])[C@H:11]([OH:12])[C@H:9]([OH:10])[C@H:7]1[OH:8].CO.C[O-].[Na+]>CO>[C@@H:6]1([O:17][C@H:18]2[C@@H:23]([CH2:24][OH:25])[O:22][C@@H:21]([O:26][C@@H:27]3[C@@H:46]([CH2:47][OH:48])[O:45][C@@H:30]([O:31][C:32]4[CH:33]=[CH:34][C:35]([CH2:38][CH2:39][CH2:40][CH2:41][CH2:42][CH2:43][CH3:44])=[CH:36][CH:37]=4)[C@H:29]([OH:49])[C@H:28]3[OH:50])[C@H:20]([OH:51])[C@H:19]2[OH:52])[O:14][C@H:13]([CH2:15][OH:16])[C@H:11]([OH:12])[C@H:9]([OH:10])[C@H:7]1[OH:8] |f:0.1,2.3.4|. Procedure details: 3.09 g (2.81 mmol) of the p-n-heptylphenyl β-D-galactopyranosyl-(1→4)-β-D-galactopyranosyl-(1→4)-β-D-glucopyranoside peracetate obtained in Example 9 was dissolved in 81 ml of methanol, 42 ml of 0.1N sodium methoxide methanol solution was added to this at room temperature, and this was reacted for 7 hours. After the termination of the reaction, the ion-exchanging resin Amberlite IR120 (H+ -type) was added, this was agitated for 1 hour, and 1.88 g (2.78 mmol) of the desired compound was obtained ... Reactants: CC1=NC2=C(C=CC=C2C=C1)NS(=O)(=O)C1=C(C=CC=C1)[N+](=O)[O-] (N-(2-methyl-quinolin-8-yl)-2-nitro-benzenesulfonamide), CC1=NC2=C(C=CC=C2C=C1)NS(=O)(=O)C1=C(C=CC=C1)[N+](=O)[O-] (N-(2-methyl-quinolin-8-yl)-2-nitro-benzenesulfonamide), O.O.[Sn](Cl)Cl (tin (II) chloride dihydrate). Product: NC1=C(C=CC=C1)S(=O)(=O)NC=1C=CC=C2C=CC(=NC12)C (2-Amino-N-(2-methyl-quinolin-8-yl)-benzenesulfonamide). Isolated yield 47.2%. Reaction SMILES: [CH3:1][C:2]1[CH:11]=[CH:10][C:9]2[C:4](=[C:5]([NH:12][S:13]([C:16]3[CH:21]=[CH:20][CH:19]=[CH:18][C:17]=3[N+:22]([O-])=O)(=[O:15])=[O:14])[CH:6]=[CH:7][CH:8]=2)[N:3]=1.O.O.[Sn](Cl)Cl>>[NH2:22][C:17]1[CH:18]=[CH:19][CH:20]=[CH:21][C:16]=1[S:13]([NH:12][C:5]1[CH:6]=[CH:7][CH:8]=[C:9]2[C:4]=1[N:3]=[C:2]([CH3:1])[CH:11]=[CH:10]2)(=[O:15])=[O:14] |f:1.2.3|. Procedure: In a similar fashion using route 15 general procedure 29, N-(2-methyl-quinolin-8-yl)-2-nitro-benzenesulfonamide (Intermediate 149) (423 mg, 1.23 mmol) and tin (II) chloride dihydrate (701 mg, 3.70 mmol) gave the title compound (182 mg, 47%) after purification by column chromatography with DCM/MeOH (99:1-95:5) gradient elution. Starting materials: COC1=CC=C2C(=CC=NC2=C1)C(O)C1=CC=C(C=C1)[N+](=O)[O-] ((7-methoxyquinolin-4-yl)(4-nitrophenyl)methanol). The reagents and catalysts are [O-2].[O-2].[Mn+4] (manganese dioxide). Solvent: C(Cl)(Cl)Cl (CHCl3). Run at temperature 50 celsius, time 3 hour. The product is COC1=CC=C2C(=CC=NC2=C1)C(=O)C1=CC=C(C=C1)[N+](=O)[O-] ((7-methoxyquinolin-4-yl)(4-nitrophenyl)methanone). Reaction SMILES: [CH3:1][O:2][C:3]1[CH:12]=[C:11]2[C:6]([C:7]([CH:13]([C:15]3[CH:20]=[CH:19][C:18]([N+:21]([O-:23])=[O:22])=[CH:17][CH:16]=3)[OH:14])=[CH:8][CH:9]=[N:10]2)=[CH:5][CH:4]=1>C(Cl)(Cl)Cl.[O-2].[O-2].[Mn+4]>[CH3:1][O:2][C:3]1[CH:12]=[C:11]2[C:6]([C:7]([C:13]([C:15]3[CH:20]=[CH:19][C:18]([N+:21]([O-:23])=[O:22])=[CH:17][CH:16]=3)=[O:14])=[CH:8][CH:9]=[N:10]2)=[CH:5][CH:4]=1 |f:2.3.4|. Procedure: A mixture of (7-methoxyquinolin-4-yl)(4-nitrophenyl)methanol (220 mg, 0.709 mmol) and manganese dioxide (247 mg, 2.84 mmol) in CHCl3(20 mL) was heated to 50° C. After 3 hrs, the mixture was cooled to RT and filtered over a silica plug to afford (7-methoxyquinolin-4-yl)(4-nitrophenyl)methanone as a yellow solid that was advanced without further purification. MS: M+H+=309.1. Starting materials: Brc1ccc2nc(-c3ccccc3)cn2c1, CC#N, [Na+], [Na+], O=C([O-])[O-], OCc1ccc(B(O)O)cc1, c1ccc(P(c2ccccc2)(c2ccccc2)[Pd](P(c2ccccc2)(c2ccccc2)c2ccccc2)(P(c2ccccc2)(c2ccccc2)c2ccccc2)P(c2ccccc2)(c2ccccc2)c2ccccc2)cc1. Product: OCc1ccc(-c2ccc3nc(-c4ccccc4)cn3c2)cc1. As a reaction SMILES: [Br:1][c:2]1[cH:3][cH:4][c:5]2[n:6]([cH:7]1)[cH:8][c:9](-[c:11]1[cH:12][cH:13][cH:14][cH:15][cH:16]1)[n:10]2.[CH3:111][C:112]#[N:113].[Na+:28].[Na+:29].[O-:30][C:31](=[O:32])[O-:33].[OH:17][CH2:18][c:19]1[cH:20][cH:21][c:22]([B:25]([OH:26])[OH:27])[cH:23][cH:24]1.[cH:34]1[cH:35][cH:36][c:37]([P:38]([Pd:39]([P:40]([c:41]2[cH:42][cH:43][cH:44][cH:45][cH:46]2)([c:47]2[cH:48][cH:49][cH:50][cH:51][cH:52]2)[c:53]2[cH:54][cH:55][cH:56][cH:57][cH:58]2)([P:59]([c:60]2[cH:61][cH:62][cH:63][cH:64][cH:65]2)([c:66]2[cH:67][cH:68][cH:69][cH:70][cH:71]2)[c:72]2[cH:73][cH:74][cH:75][cH:76][cH:77]2)[P:78]([c:79]2[cH:80][cH:81][cH:82][cH:83][cH:84]2)([c:85]2[cH:86][cH:87][cH:88][cH:89][cH:90]2)[c:91]2[cH:92][cH:93][cH:94][cH:95][cH:96]2)([c:97]2[cH:98][cH:99][cH:100][cH:101][cH:102]2)[c:103]2[cH:104][cH:105][cH:106][cH:107][cH:108]2)[cH:109][cH:110]1>>[c:2]1(-[c:22]2[cH:21][cH:20][c:19]([CH2:18][OH:17])[cH:24][cH:23]2)[cH:3][cH:4][c:5]2[n:6]([cH:7]1)[cH:8][c:9](-[c:11]1[cH:12][cH:13][cH:14][cH:15][cH:16]1)[n:10]2. Starting materials: CC(C)(C)c1cc(C(=O)O)cc(C(C)(C)C)c1, O=C([O-])[O-], CN(C)C=O, CI, [K+], [K+], O. Product: COC(=O)c1cc(C(C)(C)C)cc(C(C)(C)C)c1. RXN SMILES: [C:1]([CH3:2])([CH3:3])([CH3:4])[c:5]1[cH:6][c:7]([C:8](=[O:9])[OH:10])[cH:11][c:12]([C:14]([CH3:15])([CH3:16])[CH3:17])[cH:13]1.[C:20](=[O:21])([O-:22])[O-:23].[CH3:27][N:28]([CH3:29])[CH:30]=[O:31].[I:18][CH3:19].[K+:24].[K+:25].[OH2:26]>>[C:1]([CH3:2])([CH3:3])([CH3:4])[c:5]1[cH:6][c:7]([C:8](=[O:9])[O:10][CH3:20])[cH:11][c:12]([C:14]([CH3:15])([CH3:16])[CH3:17])[cH:13]1.